This data is from the Open Reaction Database (ORD), a public repository of structured organic reaction records. The task is: describe an organic reaction: reactants, conditions, products, and yield Reactants: COC1=CC=C(C=2CC(CCCC21)N2CCOCC2)N (4-methoxy-8-morpholin-4-yl-6,7,8,9-tetrahydro-5H-benzocyclohepten-1-ylamine), ClC1=NC=C(C(=N1)NC1=C(C=CC=C1)S(=O)(=O)N(C)C)Cl (2-(2,5-dichloropyrimidin-4-ylamino)-N,N-dimethylbenzenesulfonamide). The product is ClC=1C(=NC(=NC1)NC1=CC=C(C2=C1CC(CCC2)N2CCOCC2)OC)NC2=C(C=CC=C2)S(=O)(=O)N(C)C (2-[5-Chloro-2-(4-methoxy-8-morpholin-4-yl-6,7,8,9-tetrahydro-5H-benzocyclohepten-1-ylamino)-pyrimidin-4-ylamino]-N,N-dimethyl-benzenesulfonamide), foam. The yield is 50.0%. Reaction SMILES: [CH3:1][O:2][C:3]1[C:13]2[CH2:12][CH2:11][CH2:10][CH:9]([N:14]3[CH2:19][CH2:18][O:17][CH2:16][CH2:15]3)[CH2:8][C:7]=2[C:6]([NH2:20])=[CH:5][CH:4]=1.Cl[C:22]1[N:27]=[C:26]([NH:28][C:29]2[CH:34]=[CH:33][CH:32]=[CH:31][C:30]=2[S:35]([N:38]([CH3:40])[CH3:39])(=[O:37])=[O:36])[C:25]([Cl:41])=[CH:24][N:23]=1>>[Cl:41][C:25]1[C:26]([NH:28][C:29]2[CH:34]=[CH:33][CH:32]=[CH:31][C:30]=2[S:35]([N:38]([CH3:40])[CH3:39])(=[O:37])=[O:36])=[N:27][C:22]([NH:20][C:6]2[C:7]3[CH2:8][CH:9]([N:14]4[CH2:15][CH2:16][O:17][CH2:18][CH2:19]4)[CH2:10][CH2:11][CH2:12][C:13]=3[C:3]([O:2][CH3:1])=[CH:4][CH:5]=2)=[N:23][CH:24]=1. Procedure details: The title compound was prepared from 4-methoxy-8-morpholin-4-yl-6,7,8,9-tetrahydro-5H-benzocyclohepten-1-ylamine (50 mg, 0.2 mmol) and 2-(2,5-dichloropyrimidin-4-ylamino)-N,N-dimethylbenzenesulfonamide (70 mg, 0.2 mmol) in an analogous manner to Example 944 to afford a white foam (49 mg, 50%). Mp: 196-8° C. LCMS (m/e) 587 (M+1); 1H-NMR (CDCl3, 400 MHz) δ 9.60 (s, 1H), 8.07 (m, 1H), 7.80 (d, J=8 Hz, 1H), 7.25 (m, 1H), 7.19 (d, J=9 Hz, 1H), 7.11 (m, 1H), 6.81 (d, J=9 Hz, 1H), 6.70 (br s, 1H), 3.86...